From a dataset of the Open Reaction Database (ORD), a public repository of structured organic reaction records. describe an organic reaction: reactants, conditions, products, and yield Reactants: CS(=O)c1ccc(Oc2ccc([N+](=O)[O-])nc2)cc1, CCO, CCOC(C)=O. Yields the product CS(=O)c1ccc(Oc2ccc(N)nc2)cc1. RXN SMILES: [CH3:1][S:2](=[O:3])[c:4]1[cH:5][cH:6][c:7]([O:8][c:9]2[cH:10][cH:11][c:12]([N+:15]([O-:16])=[O:17])[n:13][cH:14]2)[cH:18][cH:19]1.[CH3:20][CH2:21][OH:22].[CH3:23][CH2:24][O:25][C:26]([CH3:27])=[O:28]>>[CH3:1][S:2](=[O:3])[c:4]1[cH:5][cH:6][c:7]([O:8][c:9]2[cH:10][cH:11][c:12]([NH2:15])[n:13][cH:14]2)[cH:18][cH:19]1. Reaction SMILES: [C:1]([CH3:2])([CH3:3])([CH3:4])[O:5][C:6]([NH:7][CH2:8][CH2:9][CH2:10][CH2:11][NH:12][CH:13]([CH3:14])[c:15]1[n:16][cH:17][cH:18][cH:19][cH:20]1)=[O:21].[C:22]([CH3:23])([CH3:24])([CH3:25])[O:26][C:27](=[O:28])[n:29]1[c:30]([CH2:38][Cl:39])[n:31][c:32]2[c:33]1[cH:34][cH:35][cH:36][cH:37]2.[CH3:49][C:50]#[N:51].[CH:40]([N:41]([CH2:42][CH3:43])[CH:44]([CH3:45])[CH3:46])([CH3:47])[CH3:48]>>[C:1]([CH3:2])([CH3:3])([CH3:4])[O:5][C:6]([NH:7][CH2:8][CH2:9][CH2:10][CH2:11][N:12]([CH:13]([CH3:14])[c:15]1[n:16][cH:17][cH:18][cH:19][cH:20]1)[CH2:38][c:30]1[n:29]([C:27]([O:26][C:22]([CH3:23])([CH3:24])[CH3:25])=[O:28])[c:33]2[c:32]([n:31]1)[cH:37][cH:36][cH:35][cH:34]2)=[O:21]. The product is CC(c1ccccn1)N(CCCCNC(=O)OC(C)(C)C)Cc1nc2ccccc2n1C(=O)OC(C)(C)C. The reactants are CC(NCCCCNC(=O)OC(C)(C)C)c1ccccn1, CC(C)(C)OC(=O)n1c(CCl)nc2ccccc21, CC#N, CCN(C(C)C)C(C)C. Reactants: C1CCNC1, CCO, O=Cc1ccc2cccccc1-2, O=C1Cc2cc(-c3ccccc3)ccc2N1. The product is O=C1Nc2ccc(-c3ccccc3)cc2C1=Cc1ccc2cccccc1-2. As a reaction SMILES: [CH2:29]1[CH2:30][NH:31][CH2:32][CH2:33]1.[CH3:34][CH2:35][OH:36].[c:17]1([CH:27]=[O:28])[cH:18][cH:19][c:20]2[cH:21][cH:22][cH:23][cH:24][cH:25][c:26]1-2.[c:1]1(-[c:7]2[cH:8][c:9]3[c:13]([cH:14][cH:15]2)[NH:12][C:11](=[O:16])[CH2:10]3)[cH:2][cH:3][cH:4][cH:5][cH:6]1>>[c:1]1(-[c:7]2[cH:8][c:9]3[c:13]([cH:14][cH:15]2)[NH:12][C:11](=[O:16])[C:10]3=[CH:27][c:17]2[cH:18][cH:19][c:20]3[cH:21][cH:22][cH:23][cH:24][cH:25][c:26]2-3)[cH:2][cH:3][cH:4][cH:5][cH:6]1.